Dataset: the Open Reaction Database (ORD), a public repository of structured organic reaction records. Task: describe an organic reaction: reactants, conditions, products, and yield Starting materials: N1=C(C=NC=C1)N1N=C(C=2C[C@H]3[C@@H](C12)C3)C(=O)O ((1aS,5aS)-2-(Pyrazin-2-yl)-1a,2,5,5a-tetrahydro-1H-2,3-diaza-cyclopropa[a]pentalene-4-carboxylic Acid), FC(C(C)(N)C)(F)F (1,1,1-trifluoro-2-methylpropan-2-amine). The product is FC(C(C)(C)NC(=O)C=1C=2C[C@H]3[C@@H](C2N(N1)C1=NC=CN=C1)C3)(F)F ((1aS,5aS)-2-Pyrazin-2-yl-1a,2,5,5a-tetrahydro-1H-2,3-diaza-cyclopropa[a]pentalene-4-carboxylic Acid (2,2,2-Trifluoro-1,1-dimethyl-ethyl)-amide). RXN SMILES: [N:1]1[CH:6]=[CH:5][N:4]=[CH:3][C:2]=1[N:7]1[C:14]2[C@H:13]3[CH2:15][C@H:12]3[CH2:11][C:10]=2[C:9]([C:16]([OH:18])=O)=[N:8]1.[F:19][C:20]([F:26])([F:25])[C:21]([CH3:24])([NH2:23])[CH3:22]>>[F:19][C:20]([F:26])([F:25])[C:21]([NH:23][C:16]([C:9]1[C:10]2[CH2:11][C@@H:12]3[CH2:15][C@@H:13]3[C:14]=2[N:7]([C:2]2[CH:3]=[N:4][CH:5]=[CH:6][N:1]=2)[N:8]=1)=[O:18])([CH3:24])[CH3:22]. Procedure: The title compound was prepared in a manner similar to that described in Method UU using Intermediate 4 and 1,1,1-trifluoro-2-methylpropan-2-amine. LCMS m/z=352.4 [M+H]+; 1H NMR (400 MHz, CDCl3) δ 0.47 (td, J=4.6 and 3.2 Hz, 1H), 1.23-1.29 (m, 1H), 1.71 (s, 6H), 2.27-2.33 (m, 1H), 2.74-2.80 (m, 1H), 2.93 (d, J=17.1 Hz, 1H), 3.00 (dd, J=16.6 and 6.2 Hz, 1H), 6.94 (s, 1H), 8.42 (dd, J=2.5 and 1.5 Hz, 1H), 8.52 (d, J=2.5 Hz, 1H), 9.25 (d, J=1.4 Hz, 1H). Reactants: O (water), C(C)(=O)N[C@H]1C(O)O[C@@H]([C@H]([C@@H]1O)O)CO (N-acetylglucosamine), C(C)O (ethanol), C(CCCCCCCCCCC)N (dodecylamine). Solvent: ClCCl (dichloromethane). Product: C(CCCCCCCCCCC)N(C(CCCCCCCCCCCCC)=O)C1[C@@H]([C@@H](O)[C@H](O)[C@H](O1)CO)NC(C)=O (N-Dodecyl-N-(2-acetamido-2-deoxy-D-glucopyranosyl)tetradecanoamide). As a reaction SMILES: [C:1]([NH:4][C@@H:5]1[C@@H:11]([OH:12])[C@H:10]([OH:13])[C@@H:9]([CH2:14][OH:15])[O:8][CH:6]1O)(=[O:3])[CH3:2].O.[CH2:17]([NH2:29])[CH2:18][CH2:19][CH2:20][CH2:21][CH2:22][CH2:23][CH2:24][CH2:25][CH2:26][CH2:27][CH3:28].[CH2:30]([OH:32])[CH3:31]>ClCCl>[CH2:17]([N:29]([CH:6]1[O:8][C@H:9]([CH2:14][OH:15])[C@@H:10]([OH:13])[C@H:11]([OH:12])[C@H:5]1[NH:4][C:1](=[O:3])[CH3:2])[C:30](=[O:32])[CH2:31][CH2:28][CH2:27][CH2:26][CH2:25][CH2:24][CH2:23][CH2:22][CH2:21][CH2:20][CH2:19][CH2:18][CH3:17])[CH2:18][CH2:19][CH2:20][CH2:21][CH2:22][CH2:23][CH2:24][CH2:25][CH2:26][CH2:27][CH3:28]. Procedure details: 26 g of N-acetylglucosamine are dissolved in 100 ml of ethanol and 60 ml of water and the solution is heated to 60°. 37 g of dodecylamine are added and the mixture is stirred until a clear solution appears. After cooling to room temperature, the glycosylamine crystallizes out. The mass of crystals is filtered off with suction, washed with ethanol and then with ether and dried in vacuo. 3 g of the solid are suspended in 50 ml of tetrahydrofuran, 3.3 g of sodium carbonate are added and 1.9 g of te... Reactants: COC(=O)CCCC=CCC1C(Cl)CC(O[Si](C)(C)C(C)(C)C)C1c1ccc(CO)cc1, C[N+]1([O-])CCOCC1, CCC[N+](CCC)(CCC)CCC, ClCCl, O=[Ru](=O)(=O)[O-]. Yields the product COC(=O)CCCC=CCC1C(Cl)CC(O[Si](C)(C)C(C)(C)C)C1c1ccc(C=O)cc1. Reaction SMILES: [CH3:1][O:2][C:3]([CH2:4][CH2:5][CH2:6][CH:7]=[CH:8][CH2:9][CH:10]1[CH:11]([c:24]2[cH:25][cH:26][c:27]([CH2:30][OH:31])[cH:28][cH:29]2)[CH:12]([O:16][Si:17]([CH3:18])([CH3:19])[C:20]([CH3:21])([CH3:22])[CH3:23])[CH2:13][CH:14]1[Cl:15])=[O:32].[CH3:33][N+:34]1([O-:35])[CH2:36][CH2:37][O:38][CH2:39][CH2:40]1.[CH3:44][CH2:45][CH2:46][N+:47]([CH2:48][CH2:49][CH3:50])([CH2:51][CH2:52][CH3:53])[CH2:54][CH2:55][CH3:56].[Cl:41][CH2:42][Cl:43].[O:57]=[Ru:58](=[O:59])([O-:60])=[O:61]>>[CH3:1][O:2][C:3]([CH2:4][CH2:5][CH2:6][CH:7]=[CH:8][CH2:9][CH:10]1[CH:11]([c:24]2[cH:25][cH:26][c:27]([CH:30]=[O:31])[cH:28][cH:29]2)[CH:12]([O:16][Si:17]([CH3:18])([CH3:19])[C:20]([CH3:21])([CH3:22])[CH3:23])[CH2:13][CH:14]1[Cl:15])=[O:32]. Reactants: CC(C)=O, O=Cc1cc(Cl)cc2c1OCCO2, O, O=S(=O)(O)O. Yields the product O=C(O)c1cc(Cl)cc2c1OCCO2. RXN SMILES: [CH3:20][C:21](=[O:22])[CH3:23].[Cl:1][c:2]1[cH:3][c:4]([CH:12]=[O:13])[c:5]2[c:6]([cH:11]1)[O:7][CH2:8][CH2:9][O:10]2.[OH2:19].[S:14]([OH:15])(=[O:16])(=[O:17])[OH:18]>>[Cl:1][c:2]1[cH:3][c:4]([C:12](=[O:13])[OH:15])[c:5]2[c:6]([cH:11]1)[O:7][CH2:8][CH2:9][O:10]2. Starting materials: NC1C2CC3CC(CC1C3)C2 (2-aminoadamantane), [N+](=O)(O)[O-] (HNO3). Run in OS(=O)(=O)O (H2SO4). Product: NC1C2CC3CC(CC1C3)(C2)O (2-amino-5-hydroxyadamantane), ( E ). Reaction SMILES: [NH2:1][CH:2]1[CH:9]2[CH2:10][CH:5]3[CH2:6][CH:7]([CH2:11][CH:3]1[CH2:4]3)[CH2:8]2.[N+]([O-])(O)=[O:13]>OS(O)(=O)=O>[NH2:1][CH:2]1[CH:3]2[CH2:11][CH:7]3[CH2:6][C:5]([OH:13])([CH2:10][CH:9]1[CH2:8]3)[CH2:4]2. Reported procedure: This know material (CAS 62058-13-3) was made according to Klimova et al., Khimiko-Farmatsevticheskii Zhurnal (1986), 20(7), 810-815 by hydroxylation of 2-aminoadamantane with HNO3 in H2SO4. 2-amino-5-hydroxyadamantane was obtained as a 2:1 mixture of the (Z) and (E) diasteromers.